describe an organic reaction: reactants, conditions, products, and yield From a dataset of the Open Reaction Database (ORD), a public repository of structured organic reaction records. Procedure details: To a stirred solution of 122.5 g (0.344 mol) of product of Example 100 in 125 ml of ethanol was added 137 ml of 10% NaOH (0.344 mol) slowly. After stirring at room temperature of 1 hour, reaction was complete (19F-NMR). The solution was poured into 1 L of 10% HCl and extracted with 500 ml of ether. The ether layer was washed with one 500 ml portion of 10% HCl, dried (CaSO4), filtered and concentrated to 100 g (87%) of off-white solid; mp 142.5°-151° C. Recrystallization from chloroform gave an a... The reactants are FC(C1=C(C(=C(C(=N1)C(F)(F)F)C(=O)OCC)N)C(=O)OCC)F (Diethyl 6-(difluoromethyl)-4-amino-2-(trifluoromethyl)-3,5-pyridinedicarboxylate), [OH-].[Na+] (NaOH), Cl (HCl). Run at time 1 hour. The product is FC(C1=NC(=C(C(=C1C(=O)OCC)N)C(=O)O)C(F)F)(F)F (3-Ethyl 5-hydrogen 2-(trifluoromethyl)-4-amino-6-(difluoromethyl)-3,5-pyridinedicarboxylate). The solvent is C(C)O (ethanol). Reaction SMILES: [F:1][CH:2]([F:24])[C:3]1[N:8]=[C:7]([C:9]([F:12])([F:11])[F:10])[C:6]([C:13]([O:15][CH2:16][CH3:17])=[O:14])=[C:5]([NH2:18])[C:4]=1[C:19]([O:21]CC)=[O:20].[OH-].[Na+].Cl>C(O)C>[F:12][C:9]([F:10])([F:11])[C:7]1[C:6]([C:13]([O:15][CH2:16][CH3:17])=[O:14])=[C:5]([NH2:18])[C:4]([C:19]([OH:21])=[O:20])=[C:3]([CH:2]([F:1])[F:24])[N:8]=1 |f:1.2|. Starting materials: bis(2-methoxy-ethoxy)sodium aluminum hydride, COC(C1=CC=C(C=C1)OC(CCCC(C)C)C)=O (p-[(1,5-dimethylhexyl)oxy]benzoic acid methyl ester), O (water). Run in C1=CC=CC=C1 (benzene). Yields the product CC(CCCC(C)C)OC1=CC=C(CO)C=C1 (p-[(1,5-dimethylhexyl)oxy]benzyl alcohol). As a reaction SMILES: C[O:2][C:3](=O)[C:4]1[CH:9]=[CH:8][C:7]([O:10][CH:11]([CH3:18])[CH2:12][CH2:13][CH2:14][CH:15]([CH3:17])[CH3:16])=[CH:6][CH:5]=1.O>C1C=CC=CC=1>[CH3:18][CH:11]([O:10][C:7]1[CH:8]=[CH:9][C:4]([CH2:3][OH:2])=[CH:5][CH:6]=1)[CH2:12][CH2:13][CH2:14][CH:15]([CH3:16])[CH3:17]. Reported procedure: 42 g of p-[(1,5-dimethylhexyl)oxy]benzoic acid methyl ester is dissolved in 250 ml of benzene and, with stirring, treated dropwise with 50 g of 70% bis(2-methoxy-ethoxy)sodium aluminum hydride. The reaction solution is further stirred at 25°C. for 5 hours and thereafter treated with water. The organic phase is separated off, dried under sodium sulfate, carefully filtered (using a filter aid) and evaporated under reduced pressure. There is obtained a residual of p-[(1,5-dimethylhexyl)oxy]benzyl a... The reactants are CC(C)(C)OC(=O)NC1(C2CCNC2)CC1, CN1CCCCC1, CS(C)=O, Cc1c(F)cc(O)c2c(=O)c(C(=O)O)cn(C3CC3F)c12. Yields the product Cc1c(N2CCC(C3(NC(=O)OC(C)(C)C)CC3)C2)cc(O)c2c(=O)c(C(=O)O)cn(C3CC3F)c12. Reaction SMILES: [C:22]([CH3:23])([CH3:24])([CH3:25])[O:26][C:27](=[O:28])[NH:29][C:30]1([CH:33]2[CH2:34][NH:35][CH2:36][CH2:37]2)[CH2:31][CH2:32]1.[CH3:38][N:39]1[CH2:40][CH2:41][CH2:42][CH2:43][CH2:44]1.[CH3:45][S:46](=[O:47])[CH3:48].[F:1][c:2]1[cH:3][c:4]([OH:21])[c:5]2[c:6](=[O:20])[c:7]([C:17](=[O:18])[OH:19])[cH:8][n:9]([CH:13]3[CH:14]([F:16])[CH2:15]3)[c:10]2[c:11]1[CH3:12]>>[c:2]1([N:35]2[CH2:34][CH:33]([C:30]3([NH:29][C:27]([O:26][C:22]([CH3:23])([CH3:24])[CH3:25])=[O:28])[CH2:31][CH2:32]3)[CH2:37][CH2:36]2)[cH:3][c:4]([OH:21])[c:5]2[c:6](=[O:20])[c:7]([C:17](=[O:18])[OH:19])[cH:8][n:9]([CH:13]3[CH:14]([F:16])[CH2:15]3)[c:10]2[c:11]1[CH3:12]. Starting materials: c1ccc2c(c1)CCNC2, Oc1ccc2nccc(Cl)c2c1. Yields the product Cl, Oc1ccc2nccc(N3CCc4ccccc4C3)c2c1. RXN SMILES: [CH2:13]1[NH:14][CH2:15][CH2:16][c:17]2[cH:18][cH:19][cH:20][cH:21][c:22]21.[Cl:1][c:2]1[cH:3][cH:4][n:5][c:6]2[cH:7][cH:8][c:9]([OH:12])[cH:10][c:11]12>>[ClH:1].[c:2]1([N:14]2[CH2:13][c:22]3[c:17]([cH:18][cH:19][cH:20][cH:21]3)[CH2:16][CH2:15]2)[cH:3][cH:4][n:5][c:6]2[cH:7][cH:8][c:9]([OH:12])[cH:10][c:11]12. Starting materials: ClC=1C=C(C(=O)OC)C=C(N1)C (methyl 2-chloro-6-methylisonicotinate), C1(CC1)C(=O)N (cyclopropanecarboxamide), Carboxylic acid-4. Yields the product C1(CC1)C(=O)NC=1C=C(C(=O)OC)C=C(N1)C (methyl 2-(cyclopropanecarboxamido)-6-methylisonicotinate). The yield is 66.0%. RXN SMILES: Cl[C:2]1[CH:3]=[C:4]([CH:9]=[C:10]([CH3:12])[N:11]=1)[C:5]([O:7][CH3:8])=[O:6].[CH:13]1([C:16]([NH2:18])=[O:17])[CH2:15][CH2:14]1>>[CH:13]1([C:16]([NH:18][C:2]2[CH:3]=[C:4]([CH:9]=[C:10]([CH3:12])[N:11]=2)[C:5]([O:7][CH3:8])=[O:6])=[O:17])[CH2:15][CH2:14]1. Reported procedure: The title compound is prepared in 66% yield (1.3 g, a pale yellow solid) from methyl 2-chloro-6-methylisonicotinate (1.5 g, 8.1 mmol) and cyclopropanecarboxamide by the similar manner in Step-1 of Carboxylic acid-4. Reactants: CC1(C(C1CCOC)C(=O)[O-])C (2,2-dimethyl-3-(2-methoxyethyl)-cyclopropane-carboxylate), [OH-].[Na+] (sodium hydroxide). Solvent: CC(=O)C (acetone). The product is CC1([C@@H]([C@H]1C=O)C(=O)OC(C)(C)C)C (tert.-butyl (1R,trans) 2,2-dimethyl-3-formyl-cyclopropane-carboxylate). RXN SMILES: [CH3:1][C:2]1([CH3:12])[CH:4]([CH2:5]COC)[CH:3]1[C:9]([O-:11])=[O:10].[OH-:13].[Na+]>CC(C)=O>[CH3:12][C:2]1([CH3:1])[C@H:4]([CH:5]=[O:13])[C@H:3]1[C:9]([O:11][C:2]([CH3:4])([CH3:3])[CH3:1])=[O:10] |f:1.2|. Procedure details: A solution of 45.26 g of the product of Step A, 50 ml of 2N sodium hydroxide solution and 450 ml of acetone was stirred for 6 hours at 20° C. and was evaporated to dryness. The residue was added to water and ether and the decanted aqueous phase was extracted with ether. The combined organic phases were evaporated to dryness under reduced pressure and the residue was chromatographed over silica gel. Elution with a 4-1 hexane-ethyl acetate mixture yielded 28.75 g of tert.-butyl (1R,trans) 2,2-dime... Reactants: 8-methoxy-1-tetralones, COC1C(C2=CC=CC=C2CC1)=O (methoxy 1-tetralone), COC1C(C2=CC=CC=C2CC1)=O (methoxy 1-tetralone), C(CCC)ON=O (n-butylnitrite), [O-]CC.[K+] (potassium ethoxide). The product is ON=C1C(C2=CC=CC=C2CC1)=O (2-hydroxyimino-1-tetralone). As a reaction SMILES: CO[CH:3]1[CH2:12][CH2:11][C:10]2[C:5](=[CH:6][CH:7]=[CH:8][CH:9]=2)[C:4]1=[O:13].C([O:18][N:19]=O)CCC.[O-]CC.[K+]>>[OH:18][N:19]=[C:3]1[CH2:12][CH2:11][C:10]2[C:5](=[CH:6][CH:7]=[CH:8][CH:9]=2)[C:4]1=[O:13] |f:2.3|. Procedure: Most of the 5, 6, 7, and/or 8-methoxy-1-tetralones are known. See, e.g., Autrey & Scullard, J. Am. Chem. Soc. 90, 4924 (1968); Thomas and Nathan, J. Am. Chem. Soc. 70, 331 (1948); Thrift, J. Chem. Soc. C., 288 (1967). The appropriate methoxy 1-tetralone (Compound 1) is reacted with n-butylnitrite and potassium ethoxide to yield the 2-hydroxyimino-1-tetralone (Compound 2). The latter is reduced over palladium-barium sulfate to give the 2-amino-1-tetralone (Compound 3). ##STR10## Reduction with so... Starting materials: C(C)OC(=O)C(=C(C(=O)OCC1=CC=CC=C1)CC(C)C)C (benzyl 3-(ethoxycarbonyl)-2-(2-methylpropyl)butenoate). The reagents and catalysts are [Pd] (palladium on charcoal). Run in CO (methanol). Yields the product C(C)OC(=O)C(C(C(=O)O)CC(C)C)C (3-(ethoxycarbonyl)-2-(2-methylpropyl)butanoic acid). RXN SMILES: [CH2:1]([O:3][C:4]([C:6]([CH3:22])=[C:7]([CH2:18][CH:19]([CH3:21])[CH3:20])[C:8]([O:10]CC1C=CC=CC=1)=[O:9])=[O:5])[CH3:2]>CO.[Pd]>[CH2:1]([O:3][C:4]([CH:6]([CH3:22])[CH:7]([CH2:18][CH:19]([CH3:21])[CH3:20])[C:8]([OH:10])=[O:9])=[O:5])[CH3:2]. Procedure: E and Z benzyl 3-(ethoxycarbonyl)-2-(2-methylpropyl)butenoate (5.0 g.) was hydrogenated at 120 psi at 60° C. in methanol (50 mls.) in the presence of 10% palladium on charcoal (0.25 g.) for 48 hours. The resultant mixture was filtered through Celite and the solvent removed by evaporation in vacuo to yield 3-(ethoxycarbonyl)-2-(2-methylpropyl)butanoic acid as a mixture of isomers in the form of a thick oil.